This data is from the Open Reaction Database (ORD), a public repository of structured organic reaction records. The task is: describe an organic reaction: reactants, conditions, products, and yield Starting materials: ClC1=CC=C2C=CC(=NC2=C1)CSC=1C=C(C=CC1)C(SCCC(=O)O)SCCC(=O)O (5-(3-(7-chloroquinolin-2-ylmethylthio)phenyl)-4,6-dithianonanedioic acid), [I-].ClC1=[N+](C=CC=C1)C (2-chloro-1-methylpyridinium iodide), solution, CNC (dimethylamine), [OH-].[Na+] (NaOH). Solvent: ClCCl (dichloromethane), C(C)#N (acetonitrile), C(C)N(CC)CC (triethylamine), C1(=CC=CC=C1)C (toluene), C(C)O (ethanol). Conditions: time 15 minute. Yields the product ClC1=CC=C2C=CC(=NC2=C1)CSC=1C=C(C=CC1)C(SCCC(=O)[O-])SCCC(N(C)C)=O.[Na+] (SODIUM 5-(3-(7-CHLOROQUINOLIN-2-YLMETHYLTHIO)PHENYL)-8-DIMETHYLCARBAMYL-4,6-DITHIAOCTANOATE). As a reaction SMILES: [Cl:1][C:2]1[CH:11]=[C:10]2[C:5]([CH:6]=[CH:7][C:8]([CH2:12][S:13][C:14]3[CH:15]=[C:16]([CH:20]([S:27][CH2:28][CH2:29][C:30]([OH:32])=[O:31])[S:21][CH2:22][CH2:23][C:24](O)=[O:25])[CH:17]=[CH:18][CH:19]=3)=[N:9]2)=[CH:4][CH:3]=1.[I-].Cl[C:35]1C=CC=[CH:37][N+:36]=1C.CNC.[OH-].[Na+:46]>ClCCl.C(#N)C.C1(C)C=CC=CC=1.C(O)C.C(N(CC)CC)C>[Cl:1][C:2]1[CH:11]=[C:10]2[C:5]([CH:6]=[CH:7][C:8]([CH2:12][S:13][C:14]3[CH:15]=[C:16]([CH:20]([S:21][CH2:22][CH2:23][C:24](=[O:25])[N:36]([CH3:37])[CH3:35])[S:27][CH2:28][CH2:29][C:30]([O-:32])=[O:31])[CH:17]=[CH:18][CH:19]=3)=[N:9]2)=[CH:4][CH:3]=1.[Na+:46] |f:1.2,4.5,11.12|. Reported procedure: To a solution of diacid (Step 4) (360 mg) in dichloromethane (28 mL) and acetonitrile (7.1 mL) was added 2-chloro-1-methylpyridinium iodide (227 mg). The solution was cooled to 0 C. and triethylamine (123 μL) was added. After stirring for 15 min, 0.42 mL of a 2M solution of dimethylamine in toluene was added. The solution was stirred 1 hr at room temperature, washed with acidified 25% ammonium acetate, dried over sodium sulfate, filtered and evaporated to dryness. To the oil obtained after chrom...